This data is from the Open Reaction Database (ORD), a public repository of structured organic reaction records. The task is: describe an organic reaction: reactants, conditions, products, and yield Reactants: ( 1 ), C(C)(C)(C)OC(=O)N1C[C@H]([C@@H]([C@H](C1)OCC1=CC2=CC=CC=C2C(=C1)OC)C1=CC=C(C=C1)OCCCOC1=C(C=CC=C1)[N+](=O)[O-])OC[C@@H](CN1N=CN=C1)O ((3S,4R,5R)-3-[(2R)-2-hydroxy-3-[1,2,4]triazol-1-yl-propoxy]-5-(4-methoxy-naphthalen-2-ylmethoxy)-4-[4-[3-(2-nitro-phenoxy)-propoxy]-phenyl]-piperidine-1-carboxylic acid tert-butyl ester), Cl (HCl). The solvent is CO (methanol). Product: COC1=CC(=CC2=CC=CC=C12)CO[C@@H]1[C@H]([C@@H](CNC1)OC[C@@H](CN1N=CN=C1)O)C1=CC=C(C=C1)OCCCOC1=C(C=CC=C1)[N+](=O)[O-] ((R)-1-[(3S,4R,5R)-5-(4-methoxy-naphthalen-2-ylmethoxy)-4-[4-[3-(2-nitro-phenoxy)-propoxy]-phenyl]-piperidin-3-yloxy]-3-[1,2,4]triazol-1-yl-propan-2-ol). RXN SMILES: C(OC([N:8]1[CH2:13][C@H:12]([O:14][CH2:15][C:16]2[CH:25]=[C:24]([O:26][CH3:27])[C:23]3[C:18](=[CH:19][CH:20]=[CH:21][CH:22]=3)[CH:17]=2)[C@@H:11]([C:28]2[CH:33]=[CH:32][C:31]([O:34][CH2:35][CH2:36][CH2:37][O:38][C:39]3[CH:44]=[CH:43][CH:42]=[CH:41][C:40]=3[N+:45]([O-:47])=[O:46])=[CH:30][CH:29]=2)[C@H:10]([O:48][CH2:49][C@H:50]([OH:57])[CH2:51][N:52]2[CH:56]=[N:55][CH:54]=[N:53]2)[CH2:9]1)=O)(C)(C)C.Cl>CO>[CH3:27][O:26][C:24]1[C:23]2[C:18](=[CH:19][CH:20]=[CH:21][CH:22]=2)[CH:17]=[C:16]([CH2:15][O:14][C@H:12]2[CH2:13][NH:8][CH2:9][C@@H:10]([O:48][CH2:49][C@H:50]([OH:57])[CH2:51][N:52]3[CH:56]=[N:55][CH:54]=[N:53]3)[C@@H:11]2[C:28]2[CH:33]=[CH:32][C:31]([O:34][CH2:35][CH2:36][CH2:37][O:38][C:39]3[CH:44]=[CH:43][CH:42]=[CH:41][C:40]=3[N+:45]([O-:47])=[O:46])=[CH:30][CH:29]=2)[CH:25]=1. Procedure details: In analogy to the procedure described in example 1) (1) the (3S,4R,5R)-3-[(2R)-2-hydroxy-3-[1,2,4]triazol-1-yl-propoxy]-5-(4-methoxy-naphthalen-2-ylmethoxy)-4-[4-[3-(2-nitro-phenoxy)-propoxy]-phenyl]-piperidine-1-carboxylic acid tert-butyl ester was deprotected with HCl in methanol to yield the (R)-1-[(3S,4R,5R)-5-(4-methoxy-naphthalen-2-ylmethoxy)-4-[4-[3-(2-nitro-phenoxy)-propoxy]-phenyl]-piperidin-3-yloxy]-3-[1,2,4]triazol-1-yl-propan-2-ol as colorless oil; MS: 684 (M+H)+. Starting materials: O=C([O-])O, CS(=O)(=O)Cl, ClCCl, CCCC(CCC)N1CCc2c(C(=O)OC)cc(N)cc2C1=O, [Na+], O, c1ccncc1. Yields the product CCCC(CCC)N1CCc2c(C(=O)OC)cc(NS(C)(=O)=O)cc2C1=O. RXN SMILES: [C:35](=[O:36])([O-:37])[OH:38].[CH3:30][S:31]([Cl:32])(=[O:33])=[O:34].[Cl:40][CH2:41][Cl:42].[NH2:1][c:2]1[cH:3][c:4]([C:20](=[O:21])[O:22][CH3:23])[c:5]2[c:10]([cH:11]1)[C:9](=[O:12])[N:8]([CH:13]([CH2:14][CH2:15][CH3:16])[CH2:17][CH2:18][CH3:19])[CH2:7][CH2:6]2.[Na+:39].[OH2:43].[cH:24]1[cH:25][cH:26][n:27][cH:28][cH:29]1>>[NH:1]([c:2]1[cH:3][c:4]([C:20](=[O:21])[O:22][CH3:23])[c:5]2[c:10]([cH:11]1)[C:9](=[O:12])[N:8]([CH:13]([CH2:14][CH2:15][CH3:16])[CH2:17][CH2:18][CH3:19])[CH2:7][CH2:6]2)[S:31]([CH3:30])(=[O:33])=[O:34]. Product: Clc1ccc2c3c(cnc2c1)OCCN3. Reaction SMILES: [Br:3][c:4]1[cH:5][n:6][c:7]2[cH:8][c:9]([Cl:18])[cH:10][cH:11][c:12]2[c:13]1[NH:14][CH2:15][CH2:16][OH:17].[H-:1].[Na+:2].[O:19]=[CH:20][N:21]([CH3:22])[CH3:23].[OH2:24]>>[c:4]12[cH:5][n:6][c:7]3[cH:8][c:9]([Cl:18])[cH:10][cH:11][c:12]3[c:13]1[NH:14][CH2:15][CH2:16][O:17]2. Starting materials: OCCNc1c(Br)cnc2cc(Cl)ccc12, [H-], [Na+], CN(C)C=O, O. The reactants are BrCCCCCC (1-bromohexan), OC=1C=C(C=O)C=C(C1O)O (3,4,5-trihydroxy-benzaldehyde). Yields the product C(CCCCC)OC=1C=C(C=O)C=C(C1OCCCCCC)OCCCCCC (3,4,5-Trihexyloxy-benzaldehyde). RXN SMILES: Br[CH2:2][CH2:3][CH2:4][CH2:5][CH2:6][CH3:7].[OH:8][C:9]1[CH:10]=[C:11]([CH:14]=[C:15]([OH:18])[C:16]=1[OH:17])[CH:12]=[O:13]>>[CH2:2]([O:8][C:9]1[CH:10]=[C:11]([CH:14]=[C:15]([O:18][CH2:2][CH2:3][CH2:4][CH2:5][CH2:6][CH3:7])[C:16]=1[O:17][CH2:2][CH2:3][CH2:4][CH2:5][CH2:6][CH3:7])[CH:12]=[O:13])[CH2:3][CH2:4][CH2:5][CH2:6][CH3:7]. Procedure details: The title compound was prepared according to the method described in Example 9 above from 1-bromohexan and 3,4,5-trihydroxy-benzaldehyde. The reactants are BrCc1ccccc1, Cc1c([N+](=O)[O-])ccc(O)c1Cl, [H-], [Na+], CN(C)C=O, O. Product: Cc1c([N+](=O)[O-])ccc(OCc2ccccc2)c1Cl. RXN SMILES: [Br:15][CH2:16][c:17]1[cH:18][cH:19][cH:20][cH:21][cH:22]1.[Cl:1][c:2]1[c:3]([OH:12])[cH:4][cH:5][c:6]([N+:9](=[O:10])[O-:11])[c:7]1[CH3:8].[H-:13].[Na+:14].[O:24]=[CH:25][N:26]([CH3:27])[CH3:28].[OH2:23]>>[Cl:1][c:2]1[c:3]([O:12][CH2:16][c:17]2[cH:18][cH:19][cH:20][cH:21][cH:22]2)[cH:4][cH:5][c:6]([N+:9](=[O:10])[O-:11])[c:7]1[CH3:8]. The reactants are N1(CCOCC1)CCN1C(N(C2=C1C=CC=C2)C(=O)N[C@@H]([C@@H](C)CC)C(=O)OC)=O (Methyl N-{[3-(2-Morpholin-4-ylethyl)-2-oxo-2,3-dihydro-1H-benzimidazole-1-yl]carbonyl}-L-isoleucinate), Cl (HCl). The solvent is C(C)(=O)O (acetic acid). Yields the product Cl.N1(CCOCC1)CCN1C(N(C2=C1C=CC=C2)C(=O)N[C@@H]([C@@H](C)CC)C(=O)O)=O (N-{[3-(2-Morpholin-4-ylethyl)-2-oxo-2,3-dihydro-1H-benzimidazol-1-yl]carbonyl}-L-isoleucine hydrochloride). Yield: 81.0%. RXN SMILES: [N:1]1([CH2:7][CH2:8][N:9]2[C:13]3[CH:14]=[CH:15][CH:16]=[CH:17][C:12]=3[N:11]([C:18]([NH:20][C@H:21]([C:26]([O:28]C)=[O:27])[C@H:22]([CH2:24][CH3:25])[CH3:23])=[O:19])[C:10]2=[O:30])[CH2:6][CH2:5][O:4][CH2:3][CH2:2]1.[ClH:31]>C(O)(=O)C>[ClH:31].[N:1]1([CH2:7][CH2:8][N:9]2[C:13]3[CH:14]=[CH:15][CH:16]=[CH:17][C:12]=3[N:11]([C:18]([NH:20][C@H:21]([C:26]([OH:28])=[O:27])[C@H:22]([CH2:24][CH3:25])[CH3:23])=[O:19])[C:10]2=[O:30])[CH2:6][CH2:5][O:4][CH2:3][CH2:2]1 |f:3.4|. Procedure details: A suspension of methyl N-{[3-(2-morpholin-4-ylethyl)-2-oxo-2,3-dihydro-1H-benzimidazol-1-yl]carbonyl}-L-isoleucinate (Example 2) in 4N HCl (4 mL) and acetic acid (4 mL) was refluxed for 24 h. Then it was cooled to rt and evaporated to dryness. Recrystallization from ethyl acetate and hexane followed by filtration gave 510 mg (81%) of the title compound as white solid. The reactants are [Al+3], C1CCOC1, CCOC(=O)CCc1cnc(CC)n1C, [H-], [H-], [H-], [H-], [Li+]. The product is CCc1ncc(CCCO)n1C. RXN SMILES: [Al+3:17].[CH2:22]1[O:23][CH2:24][CH2:25][CH2:26]1.[CH3:1][n:2]1[c:3]([CH2:14][CH3:15])[n:4][cH:5][c:6]1[CH2:7][CH2:8][C:9](=[O:10])[O:11][CH2:12][CH3:13].[H-:16].[H-:19].[H-:20].[H-:21].[Li+:18]>>[CH3:1][n:2]1[c:3]([CH2:14][CH3:15])[n:4][cH:5][c:6]1[CH2:7][CH2:8][CH2:9][OH:10]. Reactants: CCN(CC)CCOCCC1CCCCN1, O=C1Nc2cccnc2N(C(=O)CCl)c2ccccc21. The product is CCN(CC)CCOCCC1CCCCN1CC(=O)N1c2ccccc2C(=O)Nc2cccnc21. RXN SMILES: [CH2:21]([CH3:22])[N:23]([CH2:24][CH2:25][O:26][CH2:27][CH2:28][CH:29]1[NH:30][CH2:31][CH2:32][CH2:33][CH2:34]1)[CH2:35][CH3:36].[Cl:1][CH2:2][C:3](=[O:4])[N:5]1[c:6]2[c:7]([cH:17][cH:18][cH:19][n:20]2)[NH:8][C:9](=[O:16])[c:10]2[c:11]1[cH:12][cH:13][cH:14][cH:15]2>>[CH2:2]([C:3](=[O:4])[N:5]1[c:6]2[c:7]([cH:17][cH:18][cH:19][n:20]2)[NH:8][C:9](=[O:16])[c:10]2[c:11]1[cH:12][cH:13][cH:14][cH:15]2)[N:30]1[CH:29]([CH2:28][CH2:27][O:26][CH2:25][CH2:24][N:23]([CH2:21][CH3:22])[CH2:35][CH3:36])[CH2:34][CH2:33][CH2:32][CH2:31]1. Starting materials: FC1=CC=C(CN)C=C1 (4-fluorobenzylamine), FC1=C(CN)C=C(C=C1)F (2,5-difluorobenzylamine), C(C1=CC=CC=C1)N1C(N(CC1)C=1SC(=C(N1)C)C(=O)O)=O (2-(3-benzyl-2-oxoimidazolidin-1-yl)-4-methylthiazole-5-carboxylic acid). Product: C(C1=CC=CC=C1)N1C(N(CC1)C=1SC(=C(N1)C)C(=O)NCC1=C(C=CC(=C1)F)F)=O (2-(3-benzyl-2-oxoimidazolidin-1-yl)-N-(2,5-difluorobenzyl)-4-methylthiazole-5-carboxamide). Isolated yield 76.0%. Reaction SMILES: FC1C=CC(CN)=CC=1.[F:10][C:11]1[CH:18]=[CH:17][C:16]([F:19])=[CH:15][C:12]=1[CH2:13][NH2:14].[CH2:20]([N:27]1[CH2:31][CH2:30][N:29]([C:32]2[S:33][C:34]([C:38](O)=[O:39])=[C:35]([CH3:37])[N:36]=2)[C:28]1=[O:41])[C:21]1[CH:26]=[CH:25][CH:24]=[CH:23][CH:22]=1>>[CH2:20]([N:27]1[CH2:31][CH2:30][N:29]([C:32]2[S:33][C:34]([C:38]([NH:14][CH2:13][C:12]3[CH:15]=[C:16]([F:19])[CH:17]=[CH:18][C:11]=3[F:10])=[O:39])=[C:35]([CH3:37])[N:36]=2)[C:28]1=[O:41])[C:21]1[CH:26]=[CH:25][CH:24]=[CH:23][CH:22]=1. Reported procedure: Following the procedure as describe in Example 9, making variations as required to replace 4-fluorobenzylamine with 2,5-difluorobenzylamine to react with 2-(3-benzyl-2-oxoimidazolidin-1-yl)-4-methylthiazole-5-carboxylic acid, the title compound was obtained as a white powder in 76% yield: mp 176-177° C.; 1H NMR (300 MHz, DMSO-d6) δ 7.37-6.87 (m, 8H), 6.06 (t, J=5.7 Hz, 1H), 4.56 (d, J=5.7 Hz, 2H), 4.46 (s, 2H), 4.05 (t, J=8.1 Hz, 2H), 3.44 (t, J=8.1 Hz, 2H), 2.58 (s, 3H); 13C NMR (75 MHz, DMSO-d...